This data is from the Open Reaction Database (ORD), a public repository of structured organic reaction records. The task is: describe an organic reaction: reactants, conditions, products, and yield Reagents/catalysts: Cl[Pd]([P](C1=CC=CC=C1)(C2=CC=CC=C2)C3=CC=CC=C3)([P](C4=CC=CC=C4)(C5=CC=CC=C5)C6=CC=CC=C6)Cl ((PPh3)2PdCl2), [Cu]I (CuI). The yield is 83.0%. Run in C1CCOC1 (THF). Conditions: temperature 50 celsius, time 4 hour. RXN SMILES: Br[C:2]1[CH:19]=[CH:18][C:5]([C:6]([C:8]2[CH:17]=[CH:16][C:11]([C:12]([O:14][CH3:15])=[O:13])=[CH:10][CH:9]=2)=[O:7])=[CH:4][CH:3]=1.[C:20]([Si:22]([CH3:25])([CH3:24])[CH3:23])#[CH:21].C(NC(C)C)(C)C.O>C1COCC1.Cl[Pd](Cl)([P](C1C=CC=CC=1)(C1C=CC=CC=1)C1C=CC=CC=1)[P](C1C=CC=CC=1)(C1C=CC=CC=1)C1C=CC=CC=1.[Cu]I>[CH3:23][Si:22]([C:20]#[C:21][C:2]1[CH:19]=[CH:18][C:5]([C:6]([C:8]2[CH:17]=[CH:16][C:11]([C:12]([O:14][CH3:15])=[O:13])=[CH:10][CH:9]=2)=[O:7])=[CH:4][CH:3]=1)([CH3:25])[CH3:24] |^1:41,60|. Reactants: O (Water), BrC1=CC=C(C(=O)C2=CC=C(C(=O)OC)C=C2)C=C1 (methyl 4-(4-bromobenzoyl)benzoate), C(#C)[Si](C)(C)C (ethynyltrimethylsilane), C(C)(C)NC(C)C (diisopropyl amine). The product is C[Si](C)(C)C#CC1=CC=C(C(=O)C2=CC=C(C(=O)OC)C=C2)C=C1 (methyl 4-(4-trimethylsilylethynylbenzoyl)benzoate). Procedure details: To a mixture of methyl 4-(4-bromobenzoyl)benzoate (1.20 g, 3.76 mmol), ethynyltrimethylsilane (554 mg, 5.66 mmol), (PPh3)2PdCl2(106 mg, 0.151 mmol), CuI (14.3 mg, 0.075 mmol) in THF (30 ml), diisopropyl amine (799 mg, 7.92 mmol) was added dropwise under argon atmosphere. The mixture was stirred at 50° C. for 4 h. Water was added to the mixture after cooling, and the mixture was extracted with ethyl acetate. The organic layer was washed with saturated brine, dried over sodium sulfate and concentr...